Task: describe an organic reaction: reactants, conditions, products, and yield. Dataset: the Open Reaction Database (ORD), a public repository of structured organic reaction records Reactants: BrC=1C=C(C=C(C1)[N+](=O)[O-])NC(C)=O (N-(3-bromo-5-nitrophenyl)acetamide), CC1(OB(OC1(C)C)C=1OC(=CC1)C)C (4,4,5,5-tetramethyl-2-(5-methylfuran-2-yl)-1,3,2-dioxaborolane), C([O-])([O-])=O.[Na+].[Na+] (sodium carbonate), O (water). Reagents/catalysts: C1=CC=C(C=C1)P([C-]2C=CC=C2)C3=CC=CC=C3.C1=CC=C(C=C1)P([C-]2C=CC=C2)C3=CC=CC=C3.Cl[Pd]Cl.[Fe+2] (Pd(dppf)Cl2). Solvent: COCCOC (1,2-dimethoxyethane). Reaction conditions: temperature 100 celsius. The product is CC1=CC=C(O1)C=1C=C(C=C(C1)[N+](=O)[O-])NC(C)=O (N-[3-(5-Methyl-furan-2-yl)-5-nitro-phenyl]-acetamide). Yield: 80.0%. As a reaction SMILES: Br[C:2]1[CH:3]=[C:4]([NH:11][C:12](=[O:14])[CH3:13])[CH:5]=[C:6]([N+:8]([O-:10])=[O:9])[CH:7]=1.CC1(C)C(C)(C)OB([C:23]2[O:24][C:25]([CH3:28])=[CH:26][CH:27]=2)O1.C(=O)([O-])[O-].[Na+].[Na+].O>COCCOC.C1C=CC(P(C2C=CC=CC=2)[C-]2C=CC=C2)=CC=1.C1C=CC(P(C2C=CC=CC=2)[C-]2C=CC=C2)=CC=1.Cl[Pd]Cl.[Fe+2]>[CH3:28][C:25]1[O:24][C:23]([C:2]2[CH:3]=[C:4]([NH:11][C:12](=[O:14])[CH3:13])[CH:5]=[C:6]([N+:8]([O-:10])=[O:9])[CH:7]=2)=[CH:27][CH:26]=1 |f:2.3.4,7.8.9.10|. Procedure: To a solution of N-(3-bromo-5-nitrophenyl)acetamide of Example 1(c) (5 g, 19.23 mmol) in 1,2-dimethoxyethane (200 ml) were added 4,4,5,5-tetramethyl-2-(5-methylfuran-2-yl)-1,3,2-dioxaborolane (5.9 g, 28.85 mmol), sodium carbonate (8.15 g, 76.92 mmol) and water (20 ml) and the mixture was degassed by N2 bubbling 15 min. Pd(dppf)Cl2 (3.2 g, 3.846 mmol) was added and the mixture was heated at 100° C. for 2 h. The mixture was brought to RT and quenched and extracted as in Example 1(d). The solvent w... Starting materials: CC(CCOC[C@H](O)[C@H](O)CO)CCCC(CCCC(C)C)C (1-O-(3,7,11-trimethyldodecyl)erythritol). Solvent: O (water). The product is CC(CCOC[C@H](O)[C@H](O)CO)CCCC(CCCC(C)C)C.O (1-O-(3,7,11-trimethyldodecyl)erythritol water). RXN SMILES: [CH3:1][CH:2]([CH2:13][CH2:14][CH2:15][CH:16]([CH3:23])[CH2:17][CH2:18][CH2:19][CH:20]([CH3:22])[CH3:21])[CH2:3][CH2:4][O:5][CH2:6][C@@H:7]([C@@H:9]([CH2:11][OH:12])[OH:10])[OH:8]>O>[CH3:1][CH:2]([CH2:13][CH2:14][CH2:15][CH:16]([CH3:23])[CH2:17][CH2:18][CH2:19][CH:20]([CH3:22])[CH3:21])[CH2:3][CH2:4][O:5][CH2:6][C@@H:7]([C@@H:9]([CH2:11][OH:12])[OH:10])[OH:8].[OH2:5] |f:2.3|. Reported procedure: 1-O-(3,7,11-trimethyldodecyl)erythritol (formula (2) above) and pure water were mixed in accordance with the same procedure as in Example 3 to obtain the sample of 1-O-(3,7,11-trimethyldodecyl)erythritol/water system. This sample of 1-O-(3,7,11-trimethyldodecyl)erythritol/water system was subjected to the penetration experiment under a polarizing microscope, SAXS analysis, and dhc value determination based on the results of SAXS analysis in the same manner as in Example 3. As a result, bicontinu...